Dataset: the Open Reaction Database (ORD), a public repository of structured organic reaction records. Task: describe an organic reaction: reactants, conditions, products, and yield Starting materials: FC=1C=C(C=CC1OCCCBr)CC(=O)OC (methyl 3-fluoro-4-(3-bromopropyloxy)phenylacetate), FC(C1=NOC2=C1C=CC(=C2CCC)O)(F)F (3-trifluoromethyl-7-propyl-6-hydroxybez-[4,5]-isoxazole). Yields the product FC=1C=C(C=CC1OCCCOC=1C=CC=2C(=NOC2C1CCC)C(F)(F)F)CC(=O)OC (Methyl 3-fluoro-4-(3-(7-propyl-3-trifluoromethyl-6-benz-[4,5]-isoxazoloxy)propyloxy)phenylacetate). Reaction SMILES: [F:1][C:2]1[CH:3]=[C:4]([CH2:13][C:14]([O:16][CH3:17])=[O:15])[CH:5]=[CH:6][C:7]=1[O:8][CH2:9][CH2:10][CH2:11]Br.[F:18][C:19]([F:34])([F:33])[C:20]1[C:24]2[CH:25]=[CH:26][C:27]([OH:32])=[C:28]([CH2:29][CH2:30][CH3:31])[C:23]=2[O:22][N:21]=1>>[F:1][C:2]1[CH:3]=[C:4]([CH2:13][C:14]([O:16][CH3:17])=[O:15])[CH:5]=[CH:6][C:7]=1[O:8][CH2:9][CH2:10][CH2:11][O:32][C:27]1[CH:26]=[CH:25][C:24]2[C:20]([C:19]([F:34])([F:33])[F:18])=[N:21][O:22][C:23]=2[C:28]=1[CH2:29][CH2:30][CH3:31]. Procedure details: Using the method in example 17 step D substituting methyl 3-fluoro-4-(3-bromopropyloxy)phenylacetate and 3-trifluoromethyl-7-propyl-6-hydroxybez-[4,5]-isoxazole as the starting materials, the titled compound was obtained.